describe an organic reaction: reactants, conditions, products, and yield From a dataset of the Open Reaction Database (ORD), a public repository of structured organic reaction records. The reactants are CC(C)(C)[Si](C)(C)OCC#CCN, C[Si](C)(C)CCOCn1nc(C=Nn2cccc2)c2ccc(Nc3ccccc3C(=O)O)cc21. Yields the product CC(C)(C)[Si](C)(C)OCC#CCNC(=O)c1ccccc1Nc1ccc2c(C=Nn3cccc3)nn(COCC[Si](C)(C)C)c2c1. As a reaction SMILES: [C:35]([CH3:36])([CH3:37])([CH3:38])[Si:39]([O:40][CH2:41][C:42]#[C:43][CH2:44][NH2:45])([CH3:46])[CH3:47].[n:1]1([N:6]=[CH:7][c:8]2[n:9][n:10]([CH2:27][O:28][CH2:29][CH2:30][Si:31]([CH3:32])([CH3:33])[CH3:34])[c:11]3[cH:12][c:13]([NH:17][c:18]4[c:19]([C:20](=[O:21])[OH:22])[cH:23][cH:24][cH:25][cH:26]4)[cH:14][cH:15][c:16]23)[cH:2][cH:3][cH:4][cH:5]1>>[n:1]1([N:6]=[CH:7][c:8]2[n:9][n:10]([CH2:27][O:28][CH2:29][CH2:30][Si:31]([CH3:32])([CH3:33])[CH3:34])[c:11]3[cH:12][c:13]([NH:17][c:18]4[c:19]([C:20](=[O:22])[NH:45][CH2:44][C:43]#[C:42][CH2:41][O:40][Si:39]([C:35]([CH3:36])([CH3:37])[CH3:38])([CH3:46])[CH3:47])[cH:23][cH:24][cH:25][cH:26]4)[cH:14][cH:15][c:16]23)[cH:2][cH:3][cH:4][cH:5]1. Starting materials: B, CC1(SCC(=O)O)CCCO1, C1CCOC1, O. Yields the product CC1(SCCO)CCCO1. Reaction SMILES: [BH3:12].[C:1](=[O:2])([OH:3])[CH2:4][S:5][C:6]1([CH3:11])[O:7][CH2:8][CH2:9][CH2:10]1.[O:14]1[CH2:15][CH2:16][CH2:17][CH2:18]1.[OH2:13]>>[CH2:1]([OH:2])[CH2:4][S:5][C:6]1([CH3:11])[O:7][CH2:8][CH2:9][CH2:10]1. Starting materials: COC(N(C)C)OC (N,N-dimethylformamide dimethylacetal), COC(C=O)(C)OC (methylglyoxal 1,1-dimethylacetal), C(C(C)C)O (isobutanol). Reaction conditions: temperature 100 celsius. The product is CN(/C=C/C(C(OC)OC)=O)C ((E)-4-Dimethylamino-1,1-dimethoxy-but-3-en-2-one). Yield: 48.0%. Reaction SMILES: CO[CH:3](OC)[N:4]([CH3:6])[CH3:5].[CH3:9][O:10][C:11]([O:15][CH3:16])(C)[CH:12]=[O:13].[CH2:17](O)C(C)C>>[CH3:5][N:4]([CH3:6])/[CH:3]=[CH:17]/[C:12](=[O:13])[CH:11]([O:15][CH3:16])[O:10][CH3:9]. Reported procedure: A mixture of N,N-dimethylformamide dimethylacetal (86.0 g, 584 mmol) and methylglyoxal 1,1-dimethylacetal (85.6 g, 724 mmol) in isobutanol (500 mL) was heated at 100° C. overnight. The mixture was then cooled and evaporated. Purification by distillation afforded the title product (49.9 g, 48%) as an orange liquid. Bp 123-124° C. at 0.9 mbar. MS: m/e=174.4 [M+H]′. Reactants: O=[O+][O-] (ozone), O=[O+][O-] (ozone), C(C=CC)C1C(C2=CC(=CC=C2C1)C(C)C)=O ((RS)-2-(2-buten-1-yl)-6-isopropyl-1-indanone). The solvent is ClCCl (dichloromethane), CO (methanol). Run at time 50 minute. The product is O=CCC1C(C2=CC(=CC=C2C1)C(C)C)=O ((RS)-2-(2-oxoethyl)-6-isopropyl-1-indanone). Yield: 95.0%. RXN SMILES: [O:1]=[O+][O-].[CH2:4]([CH:8]1[CH2:16][C:15]2[C:10](=[CH:11][C:12]([CH:17]([CH3:19])[CH3:18])=[CH:13][CH:14]=2)[C:9]1=[O:20])[CH:5]=CC>ClCCl.CO>[O:1]=[CH:5][CH2:4][CH:8]1[CH2:16][C:15]2[C:10](=[CH:11][C:12]([CH:17]([CH3:19])[CH3:18])=[CH:13][CH:14]=2)[C:9]1=[O:20]. Reported procedure: An ozone stream (2 g ozone/hour) was conducted for 50 minutes while stirring through a solution, cooled to -70°, of 5.6 g of (RS)-2-(2-buten-1-yl)-6-isopropyl-1-indanone in 125 ml of anhydrous dichloromethane and 25 ml of anhydrous methanol. Subsequently, the solution was flushed with oxygen for 5 minutes and with argon for 10 minutes. After the addition of 2.7 ml of dimethyl sulfide, the mixture was stirred at room temperature for 15 hours. The reaction mixture was evaporated in a vacuum. The r...